This data is from the Open Reaction Database (ORD), a public repository of structured organic reaction records. The task is: describe an organic reaction: reactants, conditions, products, and yield Yields the product NS(=O)(=O)c1ccc(-c2ccc(C(=O)N3CCCC3CN3CCCC3)cc2)s1. RXN SMILES: [CH:30]([N:31]([CH2:32][CH3:33])[CH:34]([CH3:35])[CH3:36])([CH3:37])[CH3:38].[Cl:55][CH2:56][Cl:57].[Li:19].[NH:39]1[CH:40]([CH2:44][N:45]2[CH2:46][CH2:47][CH2:48][CH2:49]2)[CH2:41][CH2:42][CH2:43]1.[O:50]=[CH:51][N:52]([CH3:53])[CH3:54].[OH:20][n:21]1[c:22]2[c:23]([cH:24][cH:25][cH:26][cH:27]2)[n:28][n:29]1.[S:1]([NH2:2])(=[O:3])(=[O:4])[c:5]1[cH:6][cH:7][c:8](-[c:10]2[cH:11][cH:12][c:13]([C:14](=[O:15])[OH:16])[cH:17][cH:18]2)[s:9]1>>[S:1]([NH2:2])(=[O:3])(=[O:4])[c:5]1[cH:6][cH:7][c:8](-[c:10]2[cH:11][cH:12][c:13]([C:14](=[O:16])[N:39]3[CH:40]([CH2:44][N:45]4[CH2:46][CH2:47][CH2:48][CH2:49]4)[CH2:41][CH2:42][CH2:43]3)[cH:17][cH:18]2)[s:9]1. Reactants: CCN(C(C)C)C(C)C, ClCCl, [Li], C1CNC(CN2CCCC2)C1, CN(C)C=O, On1nnc2ccccc21, NS(=O)(=O)c1ccc(-c2ccc(C(=O)O)cc2)s1. Starting materials: BrC1=CC(=C(C=C1Br)N)N (4,5-dibromo-1,2-phenylenediamine), O.O.C(C(=O)O)(=O)O (oxalic acid dihydrate). The solvent is Cl (HCl). Run at temperature 125 celsius. Product: BrC=1C=C2NC(C(NC2=CC1Br)=O)=O (6,7-Dibromo-1,4-dihydroquinoxaline-2,3-dione). Yield: 91.7%. As a reaction SMILES: [Br:1][C:2]1[C:7]([Br:8])=[CH:6][C:5]([NH2:9])=[C:4]([NH2:10])[CH:3]=1.O.O.[C:13](O)(=[O:17])[C:14](O)=[O:15]>Cl>[Br:1][C:2]1[CH:3]=[C:4]2[C:5](=[CH:6][C:7]=1[Br:8])[NH:9][C:14](=[O:15])[C:13](=[O:17])[NH:10]2 |f:1.2.3|. Procedure: A mixture of 4,5-dibromo-1,2-phenylenediamine (1.862 g, 7.0 mmol) and oxalic acid dihydrate (1.06 g, 8.4 mmol) in 2N HCl (100 mL) was heated at 125° C. for 2 h then allowed to cool to 25° C. The solid was collected by vacuum filtration, washed with water and dried at 40° C. under 1 mmHg for 10 h affording 2.053 g (92%) of the title compound as a light brown powder. 1H NMR (DMSO-d6) 11.995 (s, 2H), 7.361 (s, 2H). Reactants: C1(CC1)NC(=O)N1N=C(C2=C(C=C1C)C=CC(=C2)Cl)C2=CC(=C(C=C2)[N+](=O)[O-])C (8-chloro-4-methyl-1-(3-methyl-4-nitrophenyl)-3H-2,3-benzodiazepine-3-carboxylic acid cyclopropyl amide), O.NN (hydrazine hydrate). Reaction SMILES: [CH:1]1([NH:4][C:5]([N:7]2[C:13]([CH3:14])=[CH:12][C:11]3[CH:15]=[CH:16][C:17]([Cl:19])=[CH:18][C:10]=3[C:9]([C:20]3[CH:25]=[CH:24][C:23]([N+:26]([O-])=O)=[C:22]([CH3:29])[CH:21]=3)=[N:8]2)=[O:6])[CH2:3][CH2:2]1.O.NN>CO.ClCCl.[Ni]>[CH:1]1([NH:4][C:5]([N:7]2[C:13]([CH3:14])=[CH:12][C:11]3[CH:15]=[CH:16][C:17]([Cl:19])=[CH:18][C:10]=3[C:9]([C:20]3[CH:25]=[CH:24][C:23]([NH2:26])=[C:22]([CH3:29])[CH:21]=3)=[N:8]2)=[O:6])[CH2:3][CH2:2]1 |f:1.2|. Reported procedure: 1.38 g (3.35 mmoles) of 8-chloro-4-methyl-1-(3-methyl-4-nitrophenyl)-3H-2,3-benzodiazepine-3-carboxylic acid cyclopropyl amide is dissolved in the mixture of 28 ml of methanol and 14 ml of dichloromethane, and about 1.0 g of wet Raney nickel catalyst and 0.42 ml (8.37 mmoles) of 98% hydrazine hydrate are subsequently added to it under vigorous stirring. The mixture is stirred for further 1 hour, the catalyst is filtered off, washed with dichloromethane, the filtrate is evaporated and the residue... Run at time 1 hour. Reagents/catalysts: [Ni] (Raney nickel). Run in CO (methanol), ClCCl (dichloromethane). The yield is 90.1%. Yields the product C1(CC1)NC(=O)N1N=C(C2=C(C=C1C)C=CC(=C2)Cl)C2=CC(=C(C=C2)N)C (1-(4-Amino-3-methylphenyl)-8-chloro-4-methyl-3H-2,3-benzodiazepine-3-carboxylic acid cyclopropyl amide). The reactants are CO, CN, NS(=O)(=O)c1ccc(C2CO2)cc1. The product is CNCC(O)c1ccc(S(N)(=O)=O)cc1. As a reaction SMILES: [CH3:16][OH:17].[CH3:1][NH2:2].[O:3]1[CH:4]([c:6]2[cH:7][cH:8][c:9]([S:12](=[O:13])(=[O:14])[NH2:15])[cH:10][cH:11]2)[CH2:5]1>>[CH3:1][NH:2][CH2:5][CH:4]([OH:3])[c:6]1[cH:7][cH:8][c:9]([S:12](=[O:13])(=[O:14])[NH2:15])[cH:10][cH:11]1. Reactants: ClC=1C(=C(NC2=NC=NC3=CC(=C(C=C23)OCC2CCNCC2)OC)C=CC1)F (4-(3-Chloro-2-fluoroanilino)-7-methoxy-6-[(piperidin-4-yl)methoxy]quinazoline), C([O-])([O-])=O.[K+].[K+] (potassium carbonate), BrCCOC (1-bromo-2-methoxyethane), C([O-])([O-])=O.[K+].[K+] (Potassium carbonate), BrCCOC (1-bromo-2-methoxyethane). The solvent is CC(=O)N(C)C (DMA). Run at temperature 60 celsius, time 4 hour. The product is ClC=1C(=C(NC2=NC=NC3=CC(=C(C=C23)OCC2CCN(CC2)CCOC)OC)C=CC1)F (4-(3-Chloro-2-fluoroanilino)-7-methoxy-6-{[1-(2-methoxyethyl)piperidin-4-yl]methoxy}quinazoline), hydrochloride salt. Reaction SMILES: [Cl:1][C:2]1[C:3]([F:29])=[C:4]([CH:26]=[CH:27][CH:28]=1)[NH:5][C:6]1[C:15]2[C:10](=[CH:11][C:12]([O:24][CH3:25])=[C:13]([O:16][CH2:17][CH:18]3[CH2:23][CH2:22][NH:21][CH2:20][CH2:19]3)[CH:14]=2)[N:9]=[CH:8][N:7]=1.C(=O)([O-])[O-].[K+].[K+].Br[CH2:37][CH2:38][O:39][CH3:40]>CC(N(C)C)=O>[Cl:1][C:2]1[C:3]([F:29])=[C:4]([CH:26]=[CH:27][CH:28]=1)[NH:5][C:6]1[C:15]2[C:10](=[CH:11][C:12]([O:24][CH3:25])=[C:13]([O:16][CH2:17][CH:18]3[CH2:23][CH2:22][N:21]([CH2:37][CH2:38][O:39][CH3:40])[CH2:20][CH2:19]3)[CH:14]=2)[N:9]=[CH:8][N:7]=1 |f:1.2.3|. Procedure: 4-(3-Chloro-2-fluoroanilino)-7-methoxy-6-[(piperidin-4-yl)methoxy]quinazoline (Example 3, 104 mg, 0.25 mmol) was dissolved in DMA (5 ml). Potassium carbonate (138 mg, 1.00 mmol) and 1-bromo-2-methoxyethane (24 μl, 0.25 mmol) were added. The mixture was stirred at 60° C. for 4 hours. Further potassium carbonate (138 mg, 1.00 mmol) and 1-bromo-2-methoxyethane (24 μl, 0.25 mmol) were added; heating was continued at 60° C. for a further 4 hours. The solvent was evaporated and the residue was partiti... The reactants are COCCl, CN(C)C=O, [H-], [Na+], O, Cc1c(C)c2c(c(C)c1O)SC(CCCO)O2, c1ccccc1. Yields the product COCOc1c(C)c(C)c2c(c1C)SC(CCCO)O2. Reaction SMILES: [CH3:25][O:26][CH2:27][Cl:28].[CH3:3][N:4]([CH3:5])[CH:6]=[O:7].[H-:1].[Na+:2].[OH2:35].[OH:8][c:9]1[c:10]([CH3:24])[c:11]([CH3:23])[c:12]2[c:13]([c:21]1[CH3:22])[S:14][CH:15]([CH2:17][CH2:18][CH2:19][OH:20])[O:16]2.[cH:29]1[cH:30][cH:31][cH:32][cH:33][cH:34]1>>[O:8]([c:9]1[c:10]([CH3:24])[c:11]([CH3:23])[c:12]2[c:13]([c:21]1[CH3:22])[S:14][CH:15]([CH2:17][CH2:18][CH2:19][OH:20])[O:16]2)[CH2:27][O:26][CH3:25]. Reactants: ClC1=C2C(=NC3=CC=CC=C13)C1=C(O2)C=CC=C1 (11-Chlorobenzofuro[3,2-b]quinoline), COS(=O)(=O)C(F)(F)F (methyltriflate). Run in C1(=CC=CC=C1)C (toluene), CCOCC (ether). Run at time 20 hour. The product is FC(S(=O)(=O)O)(F)F.ClC1C2=C(N(C3=CC=CC=C13)C)C1=C(O2)C=CC=C1 (11-Chloro-5-methylbenzofuro [3,2-b]quinoline Trifluoromethanesulfonate). Reaction SMILES: [Cl:1][C:2]1[C:11]2[C:6](=[CH:7][CH:8]=[CH:9][CH:10]=2)[N:5]=[C:4]2[C:12]3[CH:18]=[CH:17][CH:16]=[CH:15][C:13]=3[O:14][C:3]=12.[CH3:19][O:20][S:21]([C:24]([F:27])([F:26])[F:25])(=[O:23])=[O:22]>C1(C)C=CC=CC=1.CCOCC>[F:25][C:24]([F:27])([F:26])[S:21]([OH:23])(=[O:22])=[O:20].[Cl:1][CH:2]1[C:11]2[C:6](=[CH:7][CH:8]=[CH:9][CH:10]=2)[N:5]([CH3:19])[C:4]2[C:12]3[CH:18]=[CH:17][CH:16]=[CH:15][C:13]=3[O:14][C:3]1=2 |f:4.5|. Procedure details: To a suspension of 11-chlorobenzofuro[3,2-b]quinoline from Example 55 (0.4 g, 1.6. mol) in anhydrous toluene (15 mL) was added methyltriflate (0.52 g, 0.36 mL, 200 mol %). The reaction mixture was stirred for 20 h at rt, diluted with ether, and stirred for 1 h. The solid product was filtered to afford after drying, 0.41 g (62%) of the title compound, mp 221-223° C. (became "wet" at 200-202° C.); 1H NMR (DMSO-d6) δ 8.90 (q, 2H, J=8), 8.73 (dd, 1H, J=1.2, J=8), 8.40-8.36 (m, 1H), 8.24-8.14 (m, 3H)... Starting materials: OCc1cc(Br)ccn1, ClCCl, [Na+], O=C([O-])O, O=S(Cl)Cl. Product: ClCc1cc(Br)ccn1. Reaction SMILES: [Br:1][c:2]1[cH:3][c:4]([CH2:8][OH:9])[n:5][cH:6][cH:7]1.[Cl:19][CH2:20][Cl:21].[Na+:18].[O-:14][C:15]([OH:16])=[O:17].[S:10]([Cl:11])([Cl:12])=[O:13]>>[Br:1][c:2]1[cH:3][c:4]([CH2:8][Cl:12])[n:5][cH:6][cH:7]1. Procedure: 1-(2-Pyridinylmethyl)-4-piperidone oxime is prepared from 1-(2-pyridinylmethyl)-4-piperidone and hydroxylamine hydrochloride essentially as described above in Example 38, Scheme C, step b. Reactants: N1=C(C=CC=C1)CN1CCC(CC1)=O (1-(2-pyridinylmethyl)-4-piperidone), Cl.NO (hydroxylamine hydrochloride). As a reaction SMILES: [N:1]1[CH:6]=[CH:5][CH:4]=[CH:3][C:2]=1[CH2:7][N:8]1[CH2:13][CH2:12][C:11](=O)[CH2:10][CH2:9]1.Cl.[NH2:16][OH:17]>>[N:1]1[CH:6]=[CH:5][CH:4]=[CH:3][C:2]=1[CH2:7][N:8]1[CH2:13][CH2:12][C:11](=[N:16][OH:17])[CH2:10][CH2:9]1 |f:1.2|. Product: N1=C(C=CC=C1)CN1CCC(CC1)=NO (1-(2-Pyridinylmethyl)-4-piperidone oxime).